Task: describe an organic reaction: reactants, conditions, products, and yield. Dataset: the Open Reaction Database (ORD), a public repository of structured organic reaction records As a reaction SMILES: [CH:1]1([C:4]2[C:5]([O:13][CH2:14][CH:15]3[CH2:17][CH2:16]3)=[CH:6][C:7]([C:10]([OH:12])=O)=[N:8][CH:9]=2)[CH2:3][CH2:2]1.[NH2:18][CH2:19][CH:20]([OH:23])[CH2:21][CH3:22]>>[OH:23][CH:20]([CH2:21][CH3:22])[CH2:19][NH:18][C:10]([C:7]1[CH:6]=[C:5]([O:13][CH2:14][CH:15]2[CH2:17][CH2:16]2)[C:4]([CH:1]2[CH2:2][CH2:3]2)=[CH:9][N:8]=1)=[O:12]. The reactants are C1(CC1)C=1C(=CC(=NC1)C(=O)O)OCC1CC1 (5-Cyclopropyl-4-cyclopropylmethoxy-pyridine-2-carboxylic acid), NCC(CC)O (1-aminobutan-2-ol). Procedure details: The title compound was synthesized in analogy to Example 54, using 5-Cyclopropyl-4-cyclopropylmethoxy-pyridine-2-carboxylic acid (Example 42c) and 1-aminobutan-2-ol (CAN 13552-21-1) as starting materials and isolated (65 mg, 32%) as colorless oil; MS (ESI, m/z): 305.5 (M+H+). Product: OC(CNC(=O)C1=NC=C(C(=C1)OCC1CC1)C1CC1)CC (5-Cyclopropyl-4-cyclopropylmethoxy-pyridine-2-carboxylic acid (2-hydroxy-butyl)-amide).